This data is from the Open Reaction Database (ORD), a public repository of structured organic reaction records. The task is: describe an organic reaction: reactants, conditions, products, and yield The reactants are C(CC)C1=C(OCCCCCOC2=CC=C3C(CC(OC3=C2CCC)C(=O)O)=O)C=CC=C1 (7-[5-(2-n-propylphenoxy)pentoxy]-8-n-propylchroman-4-one-2-carboxylic acid), [BH4-] (borohydride), CCOCC (ether), Cl (hydrochloric acid), [BH4-].[Li+] (lithium borohydride), CCOCC (ether). Solvent: O (water). Conditions: time 2 hour. Product: OCC1OC2=C(C(=CC=C2CC1)OCC1=CC=CC=C1)CCC (2-hydroxymethyl-7-benzyloxy-8-n-propylchroman). The yield is 91.0%. Reaction SMILES: [BH4-].[Li+].C(C1C=CC=CC=1O[CH2:9][CH2:10][CH2:11][CH2:12][CH2:13][O:14][C:15]1[C:24]([CH2:25][CH2:26][CH3:27])=[C:23]2[C:18]([C:19](=O)[CH2:20][CH:21]([C:28]([OH:30])=O)[O:22]2)=[CH:17][CH:16]=1)CC.[BH4-].Cl.[CH3:38][CH2:39]OCC>O>[OH:30][CH2:28][CH:21]1[CH2:20][CH2:19][C:18]2[C:23](=[C:24]([CH2:25][CH2:26][CH3:27])[C:15]([O:14][CH2:13][C:12]3[CH:11]=[CH:10][CH:9]=[CH:39][CH:38]=3)=[CH:16][CH:17]=2)[O:22]1 |f:0.1|. Procedure details: A 3 neck 250 ml round bottom flask fitted with a magnetic stirring bar, a dropping funnel, a gas inlet tube, and a glass stopper was flame dried and flushed with argon. 100 ml of dry ether was introduced and 331 mg (15.2 mmole) of lithium borohydride was added to the ether. A solution of 5.17 g (15.2 mmole) of the compound of Example 32 in 50 ml of ether was added dropwise to the stirred slurry of borohydride. After the addition was completed, the solution was stirred for 2 hours additional at r...